The task is: describe an organic reaction: reactants, conditions, products, and yield. This data is from the Open Reaction Database (ORD), a public repository of structured organic reaction records. Procedure details: 0.41 g Sodium nitrite in water is added to 1 g 4,5-dimethyl-2-nitroaniline in 3 mL conc. HCl and stirred for 1 hour at +4° C. This solution is added to a mixture of 0.67 g copper (I) cyanide, 0.98 g sodium cyanide, 0.32 g sodium carbonate, 25 mL of water and 3 mL toluene. The mixture is stirred for 12 hours at room temperature and worked up to give 0.45 g 4,5-dimethyl-2-nitrobenzonitrile. 4,5-Dimethyl-2-nitrobenzonitrile is reduced with iron powder in acetic acid to yield 4,5-dimethyl-2-aminoben... As a reaction SMILES: [CH3:1][C:2]1[C:10]([CH3:11])=[CH:9][C:5]([C:6]([OH:8])=[O:7])=[C:4]([NH2:12])[CH:3]=1.[CH3:13][Si](C=[N+]=[N-])(C)C>>[CH3:1][C:2]1[C:10]([CH3:11])=[CH:9][C:5]([C:6]([O:8][CH3:13])=[O:7])=[C:4]([NH2:12])[CH:3]=1. The reactants are CC1=CC(=C(C(=O)O)C=C1C)N (4,5-Dimethyl-2-aminobenzoic acid), C[Si](C)(C)C=[N+]=[N-] (trimethylsilyl-diazomethane). The product is CC1=CC(=C(C(=O)OC)C=C1C)N (methyl 4,5-dimethyl-2-aminobenzoate). Reactants: O=C([O-])O, C=C(C)C, ClCCl, [Na+], O=C1CCC(C(=O)O)O1, O=S(=O)(O)O. Product: CC(C)(C)OC(=O)C1CCC(=O)O1. As a reaction SMILES: [C:19](=[O:20])([O-:21])[OH:22].[CH2:15]=[C:16]([CH3:17])[CH3:18].[Cl:24][CH2:25][Cl:26].[Na+:23].[O:1]=[C:2]1[CH2:3][CH2:4][CH:5]([C:7](=[O:8])[OH:9])[O:6]1.[S:10](=[O:11])(=[O:12])([OH:13])[OH:14]>>[O:1]=[C:2]1[CH2:3][CH2:4][CH:5]([C:7](=[O:8])[O:9][C:16]([CH3:15])([CH3:17])[CH3:18])[O:6]1. The reactants are C(#N)C(C)(C)C=1C=C(C(=O)NC2=CC(=C(C=C2)C(F)(F)F)OC2=NC=C(C=C2)[N+](=O)[O-])C=CC1 (3-(1-cyano-1-methylethyl)-N-{3-[(5-nitropyridin-2-yl)oxy]-4-(trifluoromethyl)phenyl}benzamide). The reagents and catalysts are [C].[Pd] (palladium-carbon). Solvent: CO (methanol). Reaction conditions: time 11 hour. Product: NC=1C=CC(=NC1)OC=1C=C(C=CC1C(F)(F)F)NC(C1=CC(=CC=C1)C(C)(C)C#N)=O (N-{3-[(5-aminopyridin-2-yl)oxy]-4-(trifluoromethyl)phenyl}-3-(1-cyano-1-methylethyl)benzamide). Isolated yield 86.5%. RXN SMILES: [C:1]([C:3]([C:6]1[CH:7]=[C:8]([CH:32]=[CH:33][CH:34]=1)[C:9]([NH:11][C:12]1[CH:17]=[CH:16][C:15]([C:18]([F:21])([F:20])[F:19])=[C:14]([O:22][C:23]2[CH:28]=[CH:27][C:26]([N+:29]([O-])=O)=[CH:25][N:24]=2)[CH:13]=1)=[O:10])([CH3:5])[CH3:4])#[N:2]>CO.[C].[Pd]>[NH2:29][C:26]1[CH:27]=[CH:28][C:23]([O:22][C:14]2[CH:13]=[C:12]([NH:11][C:9](=[O:10])[C:8]3[CH:32]=[CH:33][CH:34]=[C:6]([C:3]([C:1]#[N:2])([CH3:5])[CH3:4])[CH:7]=3)[CH:17]=[CH:16][C:15]=2[C:18]([F:19])([F:20])[F:21])=[N:24][CH:25]=1 |f:2.3|. Procedure details: To a solution of 3-(1-cyano-1-methylethyl)-N-{3-[(5-nitropyridin-2-yl)oxy]-4-(trifluoromethyl)phenyl}benzamide (1.78 g, 3.78 mmol) in methanol (50 mL) was added 10% palladium-carbon powder (350 mg), and the mixture was stirred at room temperature for 11 hr under a hydrogen atmosphere of 2.4 atm. 10% Palladium-carbon powder was filtered off by celite filtration, and the filtrate was concentrated under reduced pressure to give the title compound (1.44 g, 87%) as a brown amorphous substance. Starting materials: ClC1=CC=C(C=C1)C1=CC(=C(S1)CC)C1C(C2C3C=CC(C2C1=O)O3)=O (4-[5-(4-chloro-phenyl)-2-ethyl-thiophen-3-yl]-10-oxa-tricyclo[5.2.1.0*2,6*]dec-8-ene-3,5-dione). The solvent is CO (methanol). Yields the product ClC1=CC=C(C=C1)C1=CC(=C(S1)CC)C1C(C2C3CCC(C2C1=O)O3)=O (4-[5-(4-chloro-phenyl)-2-ethyl-thiophen-3-yl]-10-oxa-tricyclo[5.2.1.0*2,6*]decane-3,5-dione). Yield: 28.0%. RXN SMILES: [Cl:1][C:2]1[CH:7]=[CH:6][C:5]([C:8]2[S:12][C:11]([CH2:13][CH3:14])=[C:10]([CH:15]3[C:23](=[O:24])[CH:22]4[CH:17]([CH:18]5[O:25][CH:21]4[CH:20]=[CH:19]5)[C:16]3=[O:26])[CH:9]=2)=[CH:4][CH:3]=1>CO>[Cl:1][C:2]1[CH:7]=[CH:6][C:5]([C:8]2[S:12][C:11]([CH2:13][CH3:14])=[C:10]([CH:15]3[C:23](=[O:24])[CH:22]4[CH:17]([CH:18]5[O:25][CH:21]4[CH2:20][CH2:19]5)[C:16]3=[O:26])[CH:9]=2)=[CH:4][CH:3]=1. Procedure: A solution of 4-[5-(4-chloro-phenyl)-2-ethyl-thiophen-3-yl]-10-oxa-tricyclo[5.2.1.0*2,6*]dec-8-ene-3,5-dione (180 mg, 0.47 mmol) in methanol (5 ml) is stirred under hydrogen (3 bars) for 7 hours. The reaction solution is filtered through a Celite pad and the filtrate concentrated to give 4-[5-(4-chloro-phenyl)-2-ethyl-thiophen-3-yl]-10-oxa-tricyclo[5.2.1.0*2,6*]decane-3,5-dione (51 mg). Reactants: CN(C)c1ccccc1, CC#N, CCCCCC(=O)OCc1nccc(O)n1, O=P(Cl)(Cl)Cl. Product: CCCCCC(=O)OCc1nccc(Cl)n1. RXN SMILES: [CH3:17][N:18]([c:19]1[cH:20][cH:21][cH:22][cH:23][cH:24]1)[CH3:25].[CH3:31][C:32]#[N:33].[OH:1][c:2]1[n:3][c:4]([CH2:8][O:9][C:10]([CH2:11][CH2:12][CH2:13][CH2:14][CH3:15])=[O:16])[n:5][cH:6][cH:7]1.[P:26]([Cl:27])([Cl:28])([Cl:29])=[O:30]>>[c:2]1([Cl:28])[n:3][c:4]([CH2:8][O:9][C:10]([CH2:11][CH2:12][CH2:13][CH2:14][CH3:15])=[O:16])[n:5][cH:6][cH:7]1. The reactants are C1CC=CC2=CC=CC=C12 (1,2-dihydronaphthalene), CCCCCCCCCCCC (dodecane), NC(=O)N (urea), C([O-])(O)=O.[Na+] (sodium bicarbonate), OO (hydrogen peroxide). The reagents and catalysts are S(=O)(=O)([O-])[O-].[Mn+2] (manganese sulphate). Solvent: O (water), ClCCl (dichloromethane). Yields the product C1CC2C(C3=CC=CC=C13)O2 (1,2-dihydronaphthalene oxide). Isolated yield 99.0%. RXN SMILES: [CH2:1]1[C:10]2[C:5](=[CH:6][CH:7]=[CH:8][CH:9]=2)[CH:4]=[CH:3][CH2:2]1.CCCCCCCCCCCC.NC(N)=[O:25].C(=O)(O)[O-].[Na+].OO>O.ClCCl.S([O-])([O-])(=O)=O.[Mn+2]>[CH2:9]1[C:10]2[C:5](=[CH:4][CH:3]=[CH:2][CH:1]=2)[CH:6]2[O:25][CH:7]2[CH2:8]1 |f:3.4,8.9|. Reported procedure: To a mechanically stirred solution of 1,2-dihydronaphthalene (0.01 mol), dodecane (0.00 mol), urea (0.208 mol), sodium bicarbonate (0.003 mol) and manganese sulphate (0.1 mmol) in 10.0 ml of water and 30 ml of dichloromethane at 25° C. is added 30% aqueous hydrogen peroxide (0.4 mol) in three equal portions over a period of 3 hours. After 4 hours the reaction mixture was extracted with 4×5 ml diethyl ether. The combined organic layer was dried over anhydrous sodium sulphate. Removal of solvent y... Reactants: NC1=C(N=C(S1)C1=C(C=CC=C1F)F)C(=O)NC=1C(=NC=NC1)OCCC1OC(OC1)(C)C (5-amino-2-(2,6-difluorophenyl)-N-(4-(2-(2,2-dimethyl-1,3-dioxolan-4-yl)ethoxy)pyrimidin-5-yl)thiazole-4-carboxamide), NC1=C(N=C(S1)C1=C(C=CC=C1F)F)C(=O)NC=1C(=NC=NC1)OCC1OC(OC1)(C)C (5-amino-2-(2,6-difluorophenyl)-N-(4-((2,2-dimethyl-1,3-dioxolan-4-yl)methoxy)pyrimidin-5-yl)thiazole-4-carboxamide). Yields the product NC1=C(N=C(S1)C1=C(C=CC=C1F)F)C(=O)NC=1C(=NC=NC1)OCC(CO)O (5-amino-2-(2,6-difluorophenyl)-N-(4-(2,3-dihydroxypropoxy)pyrimidin-5-yl)thiazole-4-carboxamide). Yield: 49.3%. RXN SMILES: NC1SC(C2C(F)=CC=CC=2F)=NC=1C(NC1C(OCCC2COC(C)(C)O2)=NC=NC=1)=O.[NH2:34][C:35]1[S:39][C:38]([C:40]2[C:45]([F:46])=[CH:44][CH:43]=[CH:42][C:41]=2[F:47])=[N:37][C:36]=1[C:48]([NH:50][C:51]1[C:52]([O:57][CH2:58][CH:59]2[CH2:63][O:62]C(C)(C)[O:60]2)=[N:53][CH:54]=[N:55][CH:56]=1)=[O:49]>>[NH2:34][C:35]1[S:39][C:38]([C:40]2[C:41]([F:47])=[CH:42][CH:43]=[CH:44][C:45]=2[F:46])=[N:37][C:36]=1[C:48]([NH:50][C:51]1[C:52]([O:57][CH2:58][CH:59]([OH:60])[CH2:63][OH:62])=[N:53][CH:54]=[N:55][CH:56]=1)=[O:49]. Reported procedure: Following the procedure described in Example 48, and substituting Compound 38 in Step (1) with 5-amino-2-(2,6-difluorophenyl)-N-(4-((2,2-dimethyl-1,3-dioxolan-4-yl)methoxy)pyrimidin-5-yl)thiazole-4-carboxamide (36) (20 mg, 0.0432 mmol), the title compound 51 (9 mg, 0.0213 mmol) was obtained. The reactants are O=C(c1ccccc1)c1ccc(CBr)cc1, CCOC(=O)C(C)(Cc1ccc(OCCC2CNC(=O)N2C)cc1)Oc1ccccc1, [H-], [Na+], CN(C)C=O. The product is CCOC(=O)C(C)(Cc1ccc(OCCC2CN(Cc3ccc(C(=O)c4ccccc4)cc3)C(=O)N2C)cc1)Oc1ccccc1. Reaction SMILES: [Br:34][CH2:35][c:36]1[cH:37][cH:38][c:39]([C:40](=[O:41])[c:42]2[cH:43][cH:44][cH:45][cH:46][cH:47]2)[cH:48][cH:49]1.[CH2:3]([CH3:4])[O:5][C:6]([C:7]([CH2:8][c:9]1[cH:10][cH:11][c:12]([O:15][CH2:16][CH2:17][CH:18]2[N:19]([CH3:24])[C:20](=[O:23])[NH:21][CH2:22]2)[cH:13][cH:14]1)([O:25][c:26]1[cH:27][cH:28][cH:29][cH:30][cH:31]1)[CH3:32])=[O:33].[H-:2].[Na+:1].[O:50]=[CH:51][N:52]([CH3:53])[CH3:54]>>[CH2:3]([CH3:4])[O:5][C:6]([C:7]([CH2:8][c:9]1[cH:10][cH:11][c:12]([O:15][CH2:16][CH2:17][CH:18]2[N:19]([CH3:24])[C:20](=[O:23])[N:21]([CH2:35][c:36]3[cH:37][cH:38][c:39]([C:40](=[O:41])[c:42]4[cH:43][cH:44][cH:45][cH:46][cH:47]4)[cH:48][cH:49]3)[CH2:22]2)[cH:13][cH:14]1)([O:25][c:26]1[cH:27][cH:28][cH:29][cH:30][cH:31]1)[CH3:32])=[O:33]. Reactants: CS(=O)C (DMSO), C(C(=O)Cl)(=O)Cl (oxalyl chloride), TEA, CC1(OCC(O1)CO)C ((2,2-dimethyl-[1,3]dioxolan-4-yl)-methanol), O (Water). Run in C(Cl)Cl (CH2Cl2), C(Cl)Cl (CH2Cl2), C(Cl)Cl (CH2Cl2), C(Cl)Cl (CH2Cl2). Conditions: temperature -60 celsius, time 15 minute. Product: CC1(OCC(O1)C=O)C (2,2-dimethyl-1,3-dioxolane-4-carbaldehyde). Reaction SMILES: CS(C)=O.C(Cl)(=O)C(Cl)=O.[CH3:11][C:12]1([CH3:19])[O:16][CH:15]([CH2:17][OH:18])[CH2:14][O:13]1.O>C(Cl)Cl>[CH3:11][C:12]1([CH3:19])[O:16][CH:15]([CH:17]=[O:18])[CH2:14][O:13]1. Procedure details: A solution of anhydrous DMSO (3.41 mL, 48 mmol) in CH2Cl2 (5 mL) was added dropwise to a stirred solution of oxalyl chloride (1.92 mL, 22 mmol) in CH2Cl2 (50 mL) at −60° C. To this mixture was added a solution of (2,2-dimethyl-[1,3]dioxolan-4-yl)-methanol (2.48 mL, 20 mmol) in CH2Cl2 (10 mL). The resulting mixture was stirred for 15 min at −60° C. TEA (13.9 mL, 100 mmol) was added dropwise. The reaction mixture was then warmed to room temperature. Water (50 mL) and CH2Cl2 (50 mL) were added. The... Reactants: CC(C)(C)OC(=O)N1CC(C2CCOCC2)C1, CO, ClCCl, O=C(O)C(F)(F)F, O. The product is C1CC(C2CNC2)CCO1. As a reaction SMILES: [C:1]([O:2][C:3](=[O:4])[N:8]1[CH2:9][CH:10]([CH:12]2[CH2:13][CH2:14][O:15][CH2:16][CH2:17]2)[CH2:11]1)([CH3:5])([CH3:6])[CH3:7].[CH3:29][OH:30].[Cl:26][CH2:27][Cl:28].[F:19][C:20]([F:21])([F:22])[C:23]([OH:24])=[O:25].[OH2:18]>>[NH:8]1[CH2:9][CH:10]([CH:12]2[CH2:13][CH2:14][O:15][CH2:16][CH2:17]2)[CH2:11]1.